This data is from the Open Reaction Database (ORD), a public repository of structured organic reaction records. The task is: describe an organic reaction: reactants, conditions, products, and yield The product is COc1ccccc1CN(C(N)=O)c1ccccc1Oc1ccccc1. RXN SMILES: [CH3:1][O:2][c:3]1[c:4]([CH2:5][NH:6][c:7]2[c:8]([O:13][c:14]3[cH:15][cH:16][cH:17][cH:18][cH:19]3)[cH:9][cH:10][cH:11][cH:12]2)[cH:20][cH:21][cH:22][cH:23]1.[CH3:29][C:30](=[O:31])[OH:32].[K:24][O:25][C:26]#[N:27].[OH2:28]>>[CH3:1][O:2][c:3]1[c:4]([CH2:5][N:6]([c:7]2[c:8]([O:13][c:14]3[cH:15][cH:16][cH:17][cH:18][cH:19]3)[cH:9][cH:10][cH:11][cH:12]2)[C:26](=[O:25])[NH2:27])[cH:20][cH:21][cH:22][cH:23]1. The reactants are COc1ccccc1CNc1ccccc1Oc1ccccc1, CC(=O)O, N#CO[K], O. Starting materials: C(#N)[BH3-].[Na+] (Sodium cyanoborohydride), FC=1C=C(C=C(C1)F)[C@@]1(CNC2(CCCC2)C(N1CC#CC=1C=C2C(=NC1)C[C@@]1(C(NC3=NC=CC=C31)=O)C2)=O)C ((6S)-3-{3-[(8R)-8-(3,5-difluorophenyl)-8-methyl-10-oxo-6,9-diazaspiro[4.5]dec-9-yl]prop-1-yn-1-yl}-5,7-dihydrospiro[cyclopenta[b]pyridine-6,3′-pyrrolo[2,3-b]pyridin]-2′(1′H)-one), C(C)(=O)O (acetic acid), ClCC=O (chloroacetaldehyde), ClCC=O (chloroacetaldehyde), C(#N)[BH3-].[Na+] (sodium cyanoborohydride). Solvent: CO (MeOH). Reaction conditions: time 42 hour. Yields the product [NH4+].[OH-] (NH4OH), ClCCN1C2(CCCC2)C(N([C@](C1)(C)C1=CC(=CC(=C1)F)F)CC#CC=1C=C2C(=NC1)C[C@@]1(C(NC3=NC=CC=C31)=O)C2)=O ((6S)-3-{3-[(8R)-6-(2-Chloroethyl)-8-(3,5-difluorophenyl)-8-methyl-10-oxo-6,9-diazaspiro[4.5]dec-9-yl]prop-1-yn-1-yl}-5,7-dihydrospiro[cyclopenta[b]pyridine-6,3′-pyrrolo[2,3-b]pyridin]-2′(1′H)-one). As a reaction SMILES: [F:1][C:2]1[CH:3]=[C:4]([C@@:9]2([CH3:41])[N:18]([CH2:19][C:20]#[C:21][C:22]3[CH:23]=[C:24]4[CH2:39][C@@:29]5([C:37]6[C:32](=[N:33][CH:34]=[CH:35][CH:36]=6)[NH:31][C:30]5=[O:38])[CH2:28][C:25]4=[N:26][CH:27]=3)[C:17](=[O:40])[C:12]3([CH2:16][CH2:15][CH2:14][CH2:13]3)[NH:11][CH2:10]2)[CH:5]=[C:6]([F:8])[CH:7]=1.C(O)(=O)C.[Cl:46][CH2:47][CH:48]=O.C([BH3-])#N.[Na+]>CO>[NH4+:11].[OH-:38].[Cl:46][CH2:47][CH2:48][N:11]1[CH2:10][C@:9]([C:4]2[CH:5]=[C:6]([F:8])[CH:7]=[C:2]([F:1])[CH:3]=2)([CH3:41])[N:18]([CH2:19][C:20]#[C:21][C:22]2[CH:23]=[C:24]3[CH2:39][C@@:29]4([C:37]5[C:32](=[N:33][CH:34]=[CH:35][CH:36]=5)[NH:31][C:30]4=[O:38])[CH2:28][C:25]3=[N:26][CH:27]=2)[C:17](=[O:40])[C:12]21[CH2:13][CH2:14][CH2:15][CH2:16]2 |f:3.4,6.7|. Procedure: A solution of (6S)-3-{3-[(8R)-8-(3,5-difluorophenyl)-8-methyl-10-oxo-6,9-diazaspiro[4.5]dec-9-yl]prop-1-yn-1-yl}-5,7-dihydrospiro[cyclopenta[b]pyridine-6,3′-pyrrolo[2,3-b]pyridin]-2′(1′H)-one (100 mg, 0.18 mmol, described in Example 39), acetic acid (0.041 mL, 0.72 mmol), and chloroacetaldehyde (0.47 mL, 3.6 mmol, 50 wt % in H2O) in MeOH (5 mL) was stirred for 5 min. Sodium cyanoborohydride (34 mg, 0.54 mmol) was added and stirring was continued for 42 h. Additional chloroacetaldehyde (0.47 mL, ... Reactants: C(C1=CC=CC=C1)OC1=C(C=C(C(=O)N2CS(C3=C2C=CC=C3)(=O)=O)C=C1)C(F)(F)F (3-(4-benzyloxy-3-trifluoromethylbenzoyl)-1,1-dioxo-2,3-dihydro-1,3-benzothiazole). Procedure: 3-(4-benzyloxy-3-trifluoromethylbenzoyl)-1,1-dioxo-2,3-dihydro-1,3-benzothiazole (490 mg) was dissolved in tetrahydrofuran (5 mL) and methanol (5 mL), and 20% palladium hydroxide-carbon (100 mg) was added to the solution, and then the mixture was stirred at room temperature for 6 hours under a hydrogen atmosphere. After the reaction solution was filtered, the solvent was distilled off under reduced pressure and then the obtained residue was crystallized from diethylether to obtain the title comp... As a reaction SMILES: C([O:8][C:9]1[CH:27]=[CH:26][C:12]([C:13]([N:15]2[C:19]3[CH:20]=[CH:21][CH:22]=[CH:23][C:18]=3[S:17](=[O:25])(=[O:24])[CH2:16]2)=[O:14])=[CH:11][C:10]=1[C:28]([F:31])([F:30])[F:29])C1C=CC=CC=1>O1CCCC1.CO.[OH-].[Pd+2].[OH-].[C]>[OH:8][C:9]1[CH:27]=[CH:26][C:12]([C:13]([N:15]2[C:19]3[CH:20]=[CH:21][CH:22]=[CH:23][C:18]=3[S:17](=[O:25])(=[O:24])[CH2:16]2)=[O:14])=[CH:11][C:10]=1[C:28]([F:30])([F:31])[F:29] |f:3.4.5.6|. Isolated yield 101.5%. The product is OC1=C(C=C(C(=O)N2CS(C3=C2C=CC=C3)(=O)=O)C=C1)C(F)(F)F (3-(4-hydroxy-3-trifluoromethylbenzoyl)-1,1-dioxo-2,3-dihydro-1,3-benzothiazole). Reaction conditions: time 6 hour. Solvent: O1CCCC1 (tetrahydrofuran), CO (methanol). Reagents/catalysts: [OH-].[Pd+2].[OH-].[C] (palladium hydroxide carbon). Starting materials: ice water, solution, C(CCC)[Li] (n-butyl lithium), CCCCCC (hexane), C1(=CC=CC=C1)CCC(=O)OCC (ethyl 3phenylpropionate), Cl (hydrochloric acid), CP(OC)(OC)=O (dimethyl methylphosphonate). The solvent is O1CCCC1 (tetrahydrofuran). Conditions: temperature -50 celsius, time 0.5 hour. Yields the product O=C(CP(OC)(OC)=O)CCC1=CC=CC=C1 (Dimethyl 2-Oxo-4-phenylbutylphosphonate). The yield is 85.9%. RXN SMILES: [CH3:1][P:2](=[O:7])([O:5][CH3:6])[O:3][CH3:4].C([Li])CCC.CCCCCC.[C:19]1([CH2:25][CH2:26][C:27](OCC)=[O:28])[CH:24]=[CH:23][CH:22]=[CH:21][CH:20]=1.Cl>O1CCCC1>[O:28]=[C:27]([CH2:26][CH2:25][C:19]1[CH:24]=[CH:23][CH:22]=[CH:21][CH:20]=1)[CH2:1][P:2](=[O:7])([O:5][CH3:6])[O:3][CH3:4]. Procedure: A solution of dimethyl methylphosphonate (12.4 g., 0.1 mole) in dry tetrahydrofuran (75 ml.) is stirred, maintained under a nitrogen atmosphere, cooled to -50° C., and treated with a 2 N solution of n-butyl lithium in hexane (50 ml., 0.1 mole) added dropwise. Upon completing the addition, the reaction mixture is kept at -50° C. for 1/2 hour to ensure anion formation and then is treated with ethyl 3phenylpropionate (8.9 g., 0.05 mole) added dropwise at -50° C. After stirring for an additional 11/... The reactants are OCC1(C(N(C2=CC=CC=C12)CC(=O)OCC)=O)C1=CC=2CCCCC2C=C1O (ethyl [3-(hydroxymethyl)-3-(3-hydroxy-5,6,7,8-tetrahydronaphthalen-2-yl)-2-oxo-2,3-dihydro-1H-indol-1-yl]acetate), OC1=C(C=C2CCCC2=C1)C1(C(N(C2=CC=CC=C12)CC(=O)OCC)=O)CO (ethyl [3-(6-hydroxy-2,3-dihydro-1H-inden-5-yl)-3-(hydroxymethyl)-2-oxo-2,3-dihydro-1H-indol-1-yl]acetate). Yields the product O=C1N(C2=CC=CC=C2C12C1=C(OC2)C=C2CCCCC2=C1)CC(=O)OCC (ethyl (2-oxo-5′,6′,7′,8′-tetrahydrospiro[indole-3,3′-naphtho[2,3-b]furan]-1(2H)-yl)acetate). As a reaction SMILES: O[CH2:2][C:3]1([C:19]2[C:28]([OH:29])=[CH:27][C:26]3[CH2:25][CH2:24][CH2:23][CH2:22][C:21]=3[CH:20]=2)[C:11]2[C:6](=[CH:7][CH:8]=[CH:9][CH:10]=2)[N:5]([CH2:12][C:13]([O:15][CH2:16][CH3:17])=[O:14])[C:4]1=[O:18].OC1C=C2C(CCC2)=CC=1C1(CO)C2C(=CC=CC=2)N(CC(OCC)=O)C1=O>>[O:18]=[C:4]1[C:3]2([CH2:2][O:29][C:28]3[CH:27]=[C:26]4[C:21](=[CH:20][C:19]2=3)[CH2:22][CH2:23][CH2:24][CH2:25]4)[C:11]2[C:6](=[CH:7][CH:8]=[CH:9][CH:10]=2)[N:5]1[CH2:12][C:13]([O:15][CH2:16][CH3:17])=[O:14]. Reported procedure: Following the procedure as described in EXAMPLE 1.45, and making non-critical variations using ethyl [3-(hydroxymethyl)-3-(3-hydroxy-5,6,7,8-tetrahydronaphthalen-2-yl)-2-oxo-2,3-dihydro-1H-indol-1-yl]acetate to replace ethyl [3-(6-hydroxy-2,3-dihydro-1H-inden-5-yl)-3-(hydroxymethyl)-2-oxo-2,3-dihydro-1H-indol-1-yl]acetate, the title compound was obtained (24% in three steps): 1H NMR (300 MHz, CDCl3) δ 7.29 (td, 1H), 7.19 (d, 1H), 7.07 (t, 1H), 6.79 (d, 1H), 6.66 (s, 1H), 6.51 (s, 1H),), 4.91 (d,...